The task is: describe an organic reaction: reactants, conditions, products, and yield. This data is from the Open Reaction Database (ORD), a public repository of structured organic reaction records. Reactants: CCO, [N-]=[N+]=[N-], Cc1cccc(C(O)CN=[N+]=[N-])n1. RXN SMILES: [CH3:17][CH2:18][OH:19].[N-:14]=[N+:15]=[N-:16].[N:1](=[N+:2]=[N-:3])[CH2:4][CH:5]([OH:6])[c:7]1[n:8][c:9]([CH3:13])[cH:10][cH:11][cH:12]1>>[NH2:1][CH2:4][CH:5]([OH:6])[c:7]1[n:8][c:9]([CH3:13])[cH:10][cH:11][cH:12]1. Yields the product Cc1cccc(C(O)CN)n1. Reactants: CC(C)(C)OC(=O)N1CCc2cc(CO)ccc2C1, Oc1ccc(Cl)c(C(F)(F)F)c1, ClCCl, O=C(N=NC(=O)N1CCCCC1)N1CCCCC1, c1ccc(P(c2ccccc2)c2ccccc2)cc1. The product is CC(C)(C)OC(=O)N1CCc2cc(COc3ccc(Cl)c(C(F)(F)F)c3)ccc2C1. RXN SMILES: [C:1]([CH3:2])([CH3:3])([CH3:4])[O:5][C:6](=[O:7])[N:8]1[CH2:9][c:10]2[cH:11][cH:12][c:13]([CH2:18][OH:19])[cH:14][c:15]2[CH2:16][CH2:17]1.[Cl:20][c:21]1[c:22]([C:28]([F:29])([F:30])[F:31])[cH:23][c:24]([OH:27])[cH:25][cH:26]1.[Cl:69][CH2:70][Cl:71].[N:51]([C:52]([N:53]1[CH2:54][CH2:55][CH2:56][CH2:57][CH2:58]1)=[O:59])=[N:60][C:61]([N:62]1[CH2:63][CH2:64][CH2:65][CH2:66][CH2:67]1)=[O:68].[c:32]1([P:33]([c:34]2[cH:35][cH:36][cH:37][cH:38][cH:39]2)[c:40]2[cH:41][cH:42][cH:43][cH:44][cH:45]2)[cH:46][cH:47][cH:48][cH:49][cH:50]1>>[C:1]([CH3:2])([CH3:3])([CH3:4])[O:5][C:6](=[O:7])[N:8]1[CH2:9][c:10]2[cH:11][cH:12][c:13]([CH2:18][O:19][c:24]3[cH:23][c:22]([C:28]([F:29])([F:30])[F:31])[c:21]([Cl:20])[cH:26][cH:25]3)[cH:14][c:15]2[CH2:16][CH2:17]1. The reactants are [N+](=O)([O-])[O-].[K+] (potassium nitrate), [OH-].[NH4+] (ammonium hydroxide), N[C@@H](C)C(=O)NCC(=O)N(C)C1=C(C=CC=C1)C(C1=CC=CC=C1)=O (L-alanyl-N-(2-benzoylphenyl)-N-methylglycinamide), ice water. Solvent: S(O)(O)(=O)=O (sulphuric acid), S(O)(O)(=O)=O (sulphuric acid). Reaction conditions: temperature -5 celsius, time 10 hour. Yields the product N[C@@H](C)C(=O)NCC(=O)N(C)C1=C(C=C(C=C1)[N+](=O)[O-])C(C1=CC=CC=C1)=O (L-alanyl-N-(2-benzoyl-4-nitrophenyl)-N-methylglycinamide). Isolated yield 51.5%. As a reaction SMILES: [NH2:1][C@H:2]([C:4]([NH:6][CH2:7][C:8]([N:10]([C:12]1[CH:17]=[CH:16][CH:15]=[CH:14][C:13]=1[C:18](=[O:25])[C:19]1[CH:24]=[CH:23][CH:22]=[CH:21][CH:20]=1)[CH3:11])=[O:9])=[O:5])[CH3:3].[N+:26]([O-])([O-:28])=[O:27].[K+].[OH-].[NH4+]>S(=O)(=O)(O)O>[NH2:1][C@H:2]([C:4]([NH:6][CH2:7][C:8]([N:10]([C:12]1[CH:17]=[CH:16][C:15]([N+:26]([O-:28])=[O:27])=[CH:14][C:13]=1[C:18](=[O:25])[C:19]1[CH:20]=[CH:21][CH:22]=[CH:23][CH:24]=1)[CH3:11])=[O:9])=[O:5])[CH3:3] |f:1.2,3.4|. Reported procedure: 3 g of L-alanyl-N-(2-benzoylphenyl)-N-methylglycinamide were dissolved in 10 ml of anhydrous sulphuric acid at room temperature. The resulting mixture was cooled to -5° C and treated dropwise by the addition of a solution of 0.94 g of potassium nitrate in 3 ml of anhydrous sulphuric acid. The resulting mixture was stirred at 0° C for 10 hours and finally allowed to warm to room temperature overnight. The mixture was then poured into an excess of ice-water. The pH of the mixture was adjusted to a... Starting materials: C=C(C)C(=O)Cl, C[Si](C)(C)CCO, ClCCl, c1ccc2c(c1)Nc1ccccc1S2, c1ccncc1. Product: C=C(C)C(=O)OCC[Si](C)(C)C. RXN SMILES: [C:28]([C:29](=[CH2:30])[CH3:31])(=[O:32])[Cl:33].[CH3:1][Si:2]([CH2:3][CH2:4][OH:5])([CH3:6])[CH3:7].[Cl:34][CH2:35][Cl:36].[cH:14]1[c:15]2[c:24]([cH:25][cH:26][cH:27]1)[S:23][c:18]1[c:17]([cH:22][cH:21][cH:20][cH:19]1)[NH:16]2.[cH:8]1[cH:9][cH:10][n:11][cH:12][cH:13]1>>[CH3:1][Si:2]([CH2:3][CH2:4][O:5][C:28]([C:29](=[CH2:30])[CH3:31])=[O:32])([CH3:6])[CH3:7]. Starting materials: CC(C)(C)C1C(CC2=CC=CC=C12)N(C([O-])=O)CC1=CC=C(C=C1)OC1=C(C(=C(C=C1F)[N+](=O)[O-])N)F (1,1-dimethylethyl({4-[(3-amino-2,6-difluoro-4-nitrophenyl)oxy]phenyl}methyl)2,3-dihydro-1H-inden-2-ylcarbamate). The reagents and catalysts are [Pd] (Pd on carbon). Solvent: C(C)(=O)OCC (ethyl acetate). Yields the product NC1=C(C=C(C(=C1F)OC1=CC=C(C=C1)CNC1CC2=CC=CC=C2C1)F)N ([2-amino-4-({4-[(2,3-dihydro-1H-inden-2-ylamino)methyl]phenyl}oxy)-3,5-difluorophenyl]amine). As a reaction SMILES: CC([CH:5]1[C:13]2[C:8](=[CH:9][CH:10]=[CH:11][CH:12]=2)[CH2:7][CH:6]1[N:14]([CH2:18][C:19]1[CH:24]=[CH:23][C:22]([O:25][C:26]2[C:31]([F:32])=[CH:30][C:29]([N+:33]([O-])=O)=[C:28]([NH2:36])[C:27]=2[F:37])=[CH:21][CH:20]=1)C(=O)[O-])(C)C>C(OCC)(=O)C.[Pd]>[NH2:36][C:28]1[C:27]([F:37])=[C:26]([O:25][C:22]2[CH:21]=[CH:20][C:19]([CH2:18][NH:14][CH:6]3[CH2:5][C:13]4[C:8](=[CH:9][CH:10]=[CH:11][CH:12]=4)[CH2:7]3)=[CH:24][CH:23]=2)[C:31]([F:32])=[CH:30][C:29]=1[NH2:33]. Procedure: 1,1-dimethylethyl({4-[(3-amino-2,6-difluoro-4-nitrophenyl)oxy]phenyl}methyl)2,3-dihydro-1H-inden-2-ylcarbamate (114 mg) was dissolved in ethyl acetate and hydrogenated over 10% Pd on carbon (wet, degussa type) with Parr hydrogenator at 45 psi. The catalyst was removed by filtration through celite. The filtrate was concentrated to give [2-amino-4-({4-[(2,3-dihydro-1H-inden-2-ylamino)methyl]phenyl}oxy)-3,5-difluorophenyl]amine which was used without further purification.